From a dataset of the Open Reaction Database (ORD), a public repository of structured organic reaction records. describe an organic reaction: reactants, conditions, products, and yield The reactants are NC1=C(C=C(C=N1)C=1C=NN(C1)CC1(CCN(CC1)C(=O)OC(C)(C)C)O)OC(C)C1=C(C(=CC=C1Cl)F)Cl (tert-Butyl 4-[(4-{6-amino-5-[1-(2,6-dichloro-3-fluorophenyl)ethoxy]pyridin-3-yl}-1H-pyrazol-1-yl)methyl]-4-hydroxypiperidine-1-carboxylate), Cl (HCl), O1CCOCC1 (dioxane). Solvent: C(Cl)Cl (CH2Cl2). Run at time 2 hour. The product is NC1=C(C=C(C=N1)C=1C=NN(C1)CC1(CCNCC1)O)OC(C)C1=C(C(=CC=C1Cl)F)Cl (4-[(4-{6-amino-5-[1-(2,6-dichloro-3-fluorophenyl)ethoxy]pyridin-3-yl}-1H-pyrazol-1-yl)methyl]piperidin-4-ol). Isolated yield 63.3%. Reaction SMILES: [NH2:1][C:2]1[N:7]=[CH:6][C:5]([C:8]2[CH:9]=[N:10][N:11]([CH2:13][C:14]3([OH:27])[CH2:19][CH2:18][N:17](C(OC(C)(C)C)=O)[CH2:16][CH2:15]3)[CH:12]=2)=[CH:4][C:3]=1[O:28][CH:29]([C:31]1[C:36]([Cl:37])=[CH:35][CH:34]=[C:33]([F:38])[C:32]=1[Cl:39])[CH3:30].Cl.O1CCOCC1>C(Cl)Cl>[NH2:1][C:2]1[N:7]=[CH:6][C:5]([C:8]2[CH:9]=[N:10][N:11]([CH2:13][C:14]3([OH:27])[CH2:19][CH2:18][NH:17][CH2:16][CH2:15]3)[CH:12]=2)=[CH:4][C:3]=1[O:28][CH:29]([C:31]1[C:36]([Cl:37])=[CH:35][CH:34]=[C:33]([F:38])[C:32]=1[Cl:39])[CH3:30]. Procedure: A reaction mixture of compound (3-6) (145 mg; 0.25 mmol) with 4.0 M HCl in dioxane (2.0 mL; 8.1 mmol) in 5 mL of CH2Cl2 was stirred at room temperature for 2.0 hours. The reaction mixture was concentrated by vacuum. The residue was purified by Dionex system (5% to 95% MeCN:H2O w 0.1% HOAc buffer) to collect the desired fraction to afford 76 mg of (3-7) as a yellow grease (63% yield). 1H NMR (400 MHz, DMSO-D6) δ ppm 1.41-1.55 (m, 2H) 1.59-1.71 (m, 2H) 1.81 (d, J=6.57 Hz, 3H) 2.88-3.00 (m, 2H) 3.0... Reactants: N1C2=C(OCC1)N=CC=C2 (2,3-dihydro-1H-pyrido[2,3-b][1,4]oxazine), O (Water), BrC=1C=C(C(=O)O)C=C(C1O)Br (3,5-dibromo-4-hydroxy-benzoic acid), S(=O)(Cl)Cl (Thionyl chloride). The solvent is CN(C(C)=O)C (N,N-dimethyl acetamide), CN(C(C)=O)C (N,N-dimethyl acetamide). Conditions: time 30 minute. The product is BrC=1C=C(C=C(C1O)Br)C(=O)N1C2=C(OCC1)N=CC=C2 ((3,5-dibromo-4-hydroxy-phenyl)-(2,3-dihydro-pyrido[2,3-b][1,4]oxazin-1-yl)-methanone). Isolated yield 31.0%. As a reaction SMILES: [Br:1][C:2]1[CH:3]=[C:4]([CH:8]=[C:9]([Br:12])[C:10]=1[OH:11])[C:5]([OH:7])=O.S(Cl)(Cl)=O.[NH:17]1[CH2:22][CH2:21][O:20][C:19]2[N:23]=[CH:24][CH:25]=[CH:26][C:18]1=2.O>CN(C)C(=O)C>[Br:12][C:9]1[CH:8]=[C:4]([C:5]([N:17]2[CH2:22][CH2:21][O:20][C:19]3[N:23]=[CH:24][CH:25]=[CH:26][C:18]2=3)=[O:7])[CH:3]=[C:2]([Br:1])[C:10]=1[OH:11]. Reported procedure: 3,5-dibromo-4-hydroxy-benzoic acid (65 mg, 0.22 mmol) was dissolved in N,N-dimethyl acetamide (1.5 ml) and then cooled to −5□. Thionyl chloride (0.024 ml, 0.33 mmol) was added thereto and stirred at −5□ for 30 minutes. 2,3-dihydro-1H-pyrido[2,3-b][1,4]oxazine dissolved in N,N-dimethyl acetamide (0.7 ml) was added thereto and then stirred at −5□ for 20 minutes, and subsequently stirred at room temperature for 15 hours. Water was added and the mixture was extracted with dichloromethane, and then t...